This data is from the Open Reaction Database (ORD), a public repository of structured organic reaction records. The task is: describe an organic reaction: reactants, conditions, products, and yield Starting materials: BrC1=CC=C2C(CC[C@@]3(N=C(OCC3(F)F)N)C2=C1)(F)F ((R)-7-bromo-4,4,5′,5′-tetrafluoro-3,4,5′,6′-tetrahydro-2H-spiro[naphthalene-1,4′-[1,3]oxazin]-2′-amine), FC=1C=C(C=NC1)B(O)O (5-fluoropyridin-3-ylboronic acid). Yields the product FC1(CC[C@@]2(N=C(OCC2(F)F)N)C2=CC(=CC=C12)C=1C=NC=C(C1)F)F ((R)-4,4,5′,5′-Tetrafluoro-7-(5-fluoropyridin-3-yl)-3,4,5′,6′-tetrahydro-2H-spiro[naphthalene-1,4′-[1,3]oxazin]-2′-amine). Isolated yield 32.0%. RXN SMILES: Br[C:2]1[CH:19]=[C:18]2[C:5]([C:6]([F:21])([F:20])[CH2:7][CH2:8][C@@:9]32[C:14]([F:16])([F:15])[CH2:13][O:12][C:11]([NH2:17])=[N:10]3)=[CH:4][CH:3]=1.[F:22][C:23]1[CH:24]=[C:25](B(O)O)[CH:26]=[N:27][CH:28]=1>>[F:20][C:6]1([F:21])[C:5]2[C:18](=[CH:19][C:2]([C:25]3[CH:26]=[N:27][CH:28]=[C:23]([F:22])[CH:24]=3)=[CH:3][CH:4]=2)[C@@:9]2([C:14]([F:16])([F:15])[CH2:13][O:12][C:11]([NH2:17])=[N:10]2)[CH2:8][CH2:7]1. Procedure details: In a manner analogous to that described in Example 1, the cross-coupling reaction of (R)-7-bromo-4,4,5′,5′-tetrafluoro-3,4,5′,6′-tetrahydro-2H-spiro[naphthalene-1,4′-[1,3]oxazin]-2′-amine (intermediate A6.4) with 5-fluoropyridin-3-ylboronic acid yielded the title compound (32% yield) as a pale yellow solid. MS (ISP): m/z=384.0 [M+H]+. The reactants are CC(=O)Cl, COc1cc2occ(CCCCN3CCN(c4cccc(N)c4)CC3)c(=O)c2cc1OC. The product is COc1cc2occ(CCCCN3CCN(c4cccc(NC(C)=O)c4)CC3)c(=O)c2cc1OC. Reaction SMILES: [CH3:1][C:2]([Cl:3])=[O:4].[NH2:5][c:6]1[cH:7][c:8]([N:12]2[CH2:13][CH2:14][N:15]([CH2:18][CH2:19][CH2:20][CH2:21][c:22]3[cH:23][o:24][c:25]4[cH:26][c:27]([O:35][CH3:36])[c:28]([O:33][CH3:34])[cH:29][c:30]4[c:31]3=[O:32])[CH2:16][CH2:17]2)[cH:9][cH:10][cH:11]1>>[CH3:1][C:2](=[O:4])[NH:5][c:6]1[cH:7][c:8]([N:12]2[CH2:13][CH2:14][N:15]([CH2:18][CH2:19][CH2:20][CH2:21][c:22]3[cH:23][o:24][c:25]4[cH:26][c:27]([O:35][CH3:36])[c:28]([O:33][CH3:34])[cH:29][c:30]4[c:31]3=[O:32])[CH2:16][CH2:17]2)[cH:9][cH:10][cH:11]1. Yields the product Cl, COC(=O)Cc1cccc2c1Sc1c(CN)cccc1N2C. The reactants are CCOC(OCC)c1cccc2c1Sc1c(C=O)cccc1N2C, C[N+](C)(C)Cc1ccccc1, CO, CSCS(C)=O, CC(=O)[O-], COC(=O)Cc1cccc2c1Sc1c(C=O)cccc1N2C, Cl, Cl, COC(=O)Cc1cccc2c1Sc1c(C=NO)cccc1N2C, NO, [Na+], C1CCOC1, O. Reaction SMILES: [CH2:1]([O:2][CH:3]([O:4][CH2:5][CH3:6])[c:7]1[cH:8][cH:9][cH:10][c:11]2[c:12]1[S:13][c:14]1[c:15]([CH:16]=[O:17])[cH:18][cH:19][cH:20][c:21]1[N:22]2[CH3:23])[CH3:24].[CH2:32]([N+:33]([CH3:34])([CH3:35])[CH3:36])[c:37]1[cH:38][cH:39][cH:40][cH:41][cH:42]1.[CH3:101][OH:102].[CH3:25][S:26][CH2:27][S:28]([CH3:29])=[O:30].[CH3:66][C:67](=[O:68])[O-:69].[CH:43]([c:44]1[cH:45][cH:46][cH:47][c:48]2[c:49]1[S:50][c:51]1[c:52]([CH2:53][C:54]([O:55][CH3:56])=[O:57])[cH:58][cH:59][cH:60][c:61]1[N:62]2[CH3:63])=[O:64].[ClH:31].[ClH:70].[N:73]([OH:74])=[CH:75][c:76]1[c:77]2[c:86]([cH:87][cH:88][cH:89]1)[N:85]([CH3:90])[c:84]1[c:79]([c:80]([CH2:91][C:92](=[O:93])[O:94][CH3:95])[cH:81][cH:82][cH:83]1)[S:78]2.[NH2:71][OH:72].[Na+:65].[O:96]1[CH2:97][CH2:98][CH2:99][CH2:100]1.[OH2:103]>>[ClH:31].[NH2:73][CH2:75][c:76]1[c:77]2[c:86]([cH:87][cH:88][cH:89]1)[N:85]([CH3:90])[c:84]1[c:79]([c:80]([CH2:91][C:92](=[O:93])[O:94][CH3:95])[cH:81][cH:82][cH:83]1)[S:78]2. Starting materials: O=S(=O)(Nc1nccnc1Cl)c1cccc(Cl)c1Cl, OCc1cccnc1. Yields the product O=S(=O)(Nc1nccnc1OCc1cccnc1)c1cccc(Cl)c1Cl. Reaction SMILES: [Cl:9][c:10]1[c:11]([S:17](=[O:18])(=[O:19])[NH:20][c:21]2[n:22][cH:23][cH:24][n:25][c:26]2[Cl:27])[cH:12][cH:13][cH:14][c:15]1[Cl:16].[n:1]1[cH:2][c:3]([CH2:7][OH:8])[cH:4][cH:5][cH:6]1>>[n:1]1[cH:2][c:3]([CH2:7][O:8][c:26]2[c:21]([NH:20][S:17]([c:11]3[c:10]([Cl:9])[c:15]([Cl:16])[cH:14][cH:13][cH:12]3)(=[O:18])=[O:19])[n:22][cH:23][cH:24][n:25]2)[cH:4][cH:5][cH:6]1. Reactants: C([O-])(O)=O.[Na+] (sodium bicarbonate), C(C1=CC=CC=C1)N1CC=2N=CNC(C2CC1)=O (7-benzyl-5,6,7,8-tetrahydropyrido[3,4-d]pyrimidin-4(3H)-one), P(=O)(Cl)(Cl)Cl (phosphorous oxychloride), C(C)(C)N(C(C)C)CC (N,N-diisopropylethylamine). Solvent: O (water), C(C)(=O)OCC (ethyl acetate), C1(=CC=CC=C1)C (toluene). The product is C(C1=CC=CC=C1)N1CC=2N=CN=C(C2CC1)Cl (7-benzyl-4-chloro-5,6,7,8-tetrahydropyrido[3,4-d]pyrimidine). Yield: 91.4%. RXN SMILES: [CH2:1]([N:8]1[CH2:17][CH2:16][C:15]2[C:14](=O)[NH:13][CH:12]=[N:11][C:10]=2[CH2:9]1)[C:2]1[CH:7]=[CH:6][CH:5]=[CH:4][CH:3]=1.C(N(CC)C(C)C)(C)C.P(Cl)(Cl)([Cl:30])=O.C(=O)(O)[O-].[Na+]>C1(C)C=CC=CC=1.O.C(OCC)(=O)C>[CH2:1]([N:8]1[CH2:17][CH2:16][C:15]2[C:14]([Cl:30])=[N:13][CH:12]=[N:11][C:10]=2[CH2:9]1)[C:2]1[CH:7]=[CH:6][CH:5]=[CH:4][CH:3]=1 |f:3.4|. Reported procedure: Part B: To a mixture of 7-benzyl-5,6,7,8-tetrahydropyrido[3,4-d]pyrimidin-4(3H)-one 4.83 g, 20.0 mmol) in toluene (80 mL) at 25° C. was added N,N-diisopropylethylamine (3.48 mL, 20.0 mmol), followed by phosphorous oxychloride (2.24 mL, 24.0 mmol). The reaction mixture was heated at reflux for 2.00 h. After cooling to room temperature, the mixture was diluted with water and ethyl acetate. The aqueous phase was adjusted to ˜pH 7 employing saturated aqueous sodium bicarbonate solution. The phases w... Reactants: NC1=CC=C2C(=N1)C(=CN2)C2CCN(CC2)C (5-amino-3-(1-methylpiperidin-4-yl)pyrrolo[3,2-b]pyridine), FC1=C(C(=O)Cl)C(=CC=C1)F (2,6-difluorobenzoyl chloride). The product is FC1=C(C(=O)NC2=CC=C3C(=N2)C(=CN3)C3CCN(CC3)C)C(=CC=C1)F (5-(N-[2,6-difluorobenzoyl]amino)-3-(1-methylpiperidin-4-yl)pyrrolo[3,2-b]pyridine). RXN SMILES: [NH2:1][C:2]1[N:7]=[C:6]2[C:8]([CH:11]3[CH2:16][CH2:15][N:14]([CH3:17])[CH2:13][CH2:12]3)=[CH:9][NH:10][C:5]2=[CH:4][CH:3]=1.[F:18][C:19]1[CH:27]=[CH:26][CH:25]=[C:24]([F:28])[C:20]=1[C:21](Cl)=[O:22]>>[F:18][C:19]1[CH:27]=[CH:26][CH:25]=[C:24]([F:28])[C:20]=1[C:21]([NH:1][C:2]1[N:7]=[C:6]2[C:8]([CH:11]3[CH2:16][CH2:15][N:14]([CH3:17])[CH2:13][CH2:12]3)=[CH:9][NH:10][C:5]2=[CH:4][CH:3]=1)=[O:22]. Procedure details: Beginning with 0.010 gm (0.044 mMol) 5-amino-3-(1-methylpiperidin-4-yl)pyrrolo[3,2-b]pyridine and 0.007 mL (0.053 mMol) 2,6-difluorobenzoyl chloride, the title compound was prepared essentially by the procedure described in Example 7. The reactants are II (I2), [OH-].[Na+] (NaOH), Cl.Cl.NCCC1=CNC=N1 (histamine dihydrochloride), O (water), [OH-].[Na+] (NaOH). Solvent: C(C)O (ethanol). Run at time 6 hour. The product is Cl.Cl.IC1=C(CCN)N=CN1 (5-Iodohistamine dihydrochloride). Reaction SMILES: [ClH:1].Cl.[NH2:3][CH2:4][CH2:5][C:6]1[N:10]=[CH:9][NH:8][CH:7]=1.O.[OH-].[Na+].[I:14]I>C(O)C>[ClH:1].[ClH:1].[I:14][C:7]1[NH:8][CH:9]=[N:10][C:6]=1[CH2:5][CH2:4][NH2:3] |f:0.1.2,4.5,8.9.10|. Procedure: To a 250 ml round-bottomed flask equipped with a stir bar and addition funnel was added 4.0 g (21.7 mmol) of histamine dihydrochloride and 6.0 ml of distilled water and the pH adjusted to 8.0 with concentrated NaOH. The addition funnel was charged with a solution of 2.76 g (10.86 mmol, 0.5 equivalent) of I2 in 100 ml of ethanol (abs.) and the solution added slowly dropwise with stirring at room temperature over 6 hours. The pH was periodically monitored and maintained at an apparent pH=8.0 with ...